From a dataset of the Open Reaction Database (ORD), a public repository of structured organic reaction records. describe an organic reaction: reactants, conditions, products, and yield Run at time 2 hour. The solvent is C1=CC=CC=C1 (benzene), C1=CC=CC=C1 (benzene), C(Cl)Cl (methylene chloride). The yield is 11.3%. As a reaction SMILES: [C:1]([C:3]([CH3:11])([CH2:7][CH2:8][CH2:9][CH3:10])[C:4]([OH:6])=[O:5])#[N:2].S(Cl)(Cl)=O.[CH2:16]([C:26]1[CH:27]=[N:28][C:29]([C:32]2[CH:37]=[CH:36][C:35](O)=[CH:34][CH:33]=2)=[N:30][CH:31]=1)[CH2:17][CH2:18][CH2:19][CH2:20][CH2:21][CH2:22][CH2:23][CH2:24][CH3:25].C1N2CCN(CC2)C1.[H-].[Na+].Cl>C1C=CC=CC=1.C(Cl)Cl>[C:1]([C:3]([CH3:11])([CH2:7][CH2:8][CH2:9][CH3:10])[C:4]([O:6][C:35]1[CH:34]=[CH:33][C:32]([C:29]2[N:28]=[CH:27][C:26]([CH2:16][CH2:17][CH2:18][CH2:19][CH2:20][CH2:21][CH2:22][CH2:23][CH2:24][CH3:25])=[CH:31][N:30]=2)=[CH:37][CH:36]=1)=[O:5])#[N:2] |f:4.5|. Yields the product C(#N)C(C(=O)OC1=CC=C(C=C1)C1=NC=C(C=N1)CCCCCCCCCC)(CCCC)C (p-(5-n-decyl-2-pyrimidyl)phenyl 2-cyano-2-methylhexanoate). Procedure: 155 mg (1 mM) of (-)-2-cyano-2-methylhexanoic acid ([α]D -6.15 degrees (c1, methanol)) and 2 ml of thionyl chloride were placed in a dried flask and heat-refluxed in a nitrogen atmosphere, followed by distilling-off of excessive thionyl chloride under reduced pressure. To the resultant acid chloride was added a solution of 312 ml (1 mM) of 4-(5-n-decyl-2-pyrimidyl)phenol and 240 mg (2 mM) of triethylenediamine in 2.5 ml of dry benzene, followed by 2 hours of reaction at 50° C. Further, a solutio... The reactants are acid chloride, C(CCCCCCCCC)C=1C=NC(=NC1)C1=CC=C(C=C1)O (4-(5-n-decyl-2-pyrimidyl)phenol), C1CN2CCN1CC2 (triethylenediamine), Cl (hydrochloric acid), [H-].[Na+] (sodium hydride), C(#N)C(C(=O)O)(CCCC)C ((-)-2-cyano-2-methylhexanoic acid), C(#N)C(C(=O)O)(CCCC)C ((-)-2-cyano-2-methylhexanoic acid), S(=O)(Cl)Cl (thionyl chloride), S(=O)(Cl)Cl (thionyl chloride). Starting materials: BrC1=C(C=CC=C1)C=1C2=CC=CC=C2C(=C2C=CC=CC12)C1=C(C=CC=C1)Br (9,10-bis(2-bromophenyl)anthracene), BrC1=C2C=CC=CC2=C(C2=CC=CC=C12)C1=CC=C(C2=CC=CC=C12)C=1C2=CC=CC=C2C(=C2C=CC=CC12)Br (1,4-bis(10-bromoanthracen-9-yl)naphthalene). The product is C1=CC=CC2=CC=CC=C12 (naphthalene). As a reaction SMILES: BrC1C=CC=CC=1[C:8]1[C:9]2[C:14]([C:15](C3C=CC=CC=3Br)=[C:16]3[C:21]=1C=CC=C3)=[CH:13][CH:12]=[CH:11][CH:10]=2.BrC1C2C(=CC=CC=2)C(C2C3C(=CC=CC=3)C(C3C4C(C(Br)=C5C=3C=CC=C5)=CC=CC=4)=CC=2)=C2C=1C=CC=C2>>[CH:13]1[C:14]2[C:9](=[CH:8][CH:21]=[CH:16][CH:15]=2)[CH:10]=[CH:11][CH:12]=1. Procedure details: Preparation analogous to Example 3b. Instead of 19.5 g (40 mmol) of 9,10-bis(2-bromophenyl)anthracene, 25.5 g (40 mmol) of 1,4-bis(10-bromoanthracen-9-yl)naphthalene are used. Sublimation at p=1×10−5 mbar, T=300° C. Yield: 12.1 g (16.5 mmol), 41.3% of theory; purity: 99.8% according to 1H-NMR.